Dataset: the Open Reaction Database (ORD), a public repository of structured organic reaction records. Task: describe an organic reaction: reactants, conditions, products, and yield Starting materials: CN1CCN(CC1)C=1C=CC=C2C=C(C=NC12)S(=O)(=O)C1=CC=CC=C1 (8-(4-Methyl-piperazin-1-yl)-3-phenylsulfonylquinoline), ClC(=O)OC(C)Cl (1-chloroethyl chloroformate), C(C)(C)N(C(C)C)CC (N,N-diisopropylethylamine). Run in ClCCCl (1,2-dichloroethane). Product: Cl.C1(=CC=CC=C1)S(=O)(=O)C=1C=NC2=C(C=CC=C2C1)N1CCNCC1 (3-Phenylsulfonyl-8-piperazin-1-yl-quinoline hydrochloride). Yield: 52.5%. Reaction SMILES: C[N:2]1[CH2:7][CH2:6][N:5]([C:8]2[CH:9]=[CH:10][CH:11]=[C:12]3[C:17]=2[N:16]=[CH:15][C:14]([S:18]([C:21]2[CH:26]=[CH:25][CH:24]=[CH:23][CH:22]=2)(=[O:20])=[O:19])=[CH:13]3)[CH2:4][CH2:3]1.[Cl:27]C(OC(Cl)C)=O.C(N(CC)C(C)C)(C)C>ClCCCl>[ClH:27].[C:21]1([S:18]([C:14]2[CH:15]=[N:16][C:17]3[C:12]([CH:13]=2)=[CH:11][CH:10]=[CH:9][C:8]=3[N:5]2[CH2:6][CH2:7][NH:2][CH2:3][CH2:4]2)(=[O:20])=[O:19])[CH:22]=[CH:23][CH:24]=[CH:25][CH:26]=1 |f:4.5|. Procedure: A stirred solution of 8-(4-methyl-piperazin-1-yl)-3-phenylsulfonylquinoline (E1) (0.148 g, 0.4 mmol), 1-chloroethyl chloroformate (0.093 ml, 0.85 mmol) and N,N-diisopropylethylamine (0.148 ml, 0.85 mmol) in 1,2-dichloroethane (9 ml) was heated at reflux for 1.25 h under argon. The reaction mixture was cooled to ambient temperature and concentrated in vacuo to an oil. The oil was purified by chromatography over silica gel eluting with a gradient of methanol/dichloromethane, pooling fractions whic... Starting materials: CCCCCCC(C)O, [O-]Cl, ClCCl, [Na+]. Product: CCCCCCC(C)=O. As a reaction SMILES: [CH3:1][CH:2]([CH2:3][CH2:4][CH2:5][CH2:6][CH2:7][CH3:8])[OH:9].[Cl:10][O-:11].[Cl:13][CH2:14][Cl:15].[Na+:12]>>[CH3:1][C:2]([CH2:3][CH2:4][CH2:5][CH2:6][CH2:7][CH3:8])=[O:9]. The product is C(C1=CC=CC=C1)C1=C(N=NN1C1=CC=C(C=C1)C(=O)NCC)C(=O)O (5-benzyl-1-{4-[(ethylamino)carbonyl]phenyl}-1H-1,2,3-triazole-4-carboxylic acid). The reactants are C([O-])([O-])=O.[Na+].[Na+] (sodium carbonate), N(=[N+]=[N-])C1=CC=C(C(=O)NCC)C=C1 (4-Azido-N-ethylbenzamide), C1(=CC=CC=C1)CC(CC(=O)OCC)=O (ethyl 4-phenyl-3-oxobutyrate), [O-]CC.[Na+] (sodium ethoxide). Conditions: temperature 80 celsius, time 2 hour. Isolated yield 75.7%. Reported procedure: 4-Azido-N-ethylbenzamide (0.571 g, 3.00 mmol) and ethyl 4-phenyl-3-oxobutyrate (0.692 g, 3.60 mmol, 1.25 eq.) were dissolved in ethanol (15 ml), sodium ethoxide (284 mg, 3.60 mmol, 1.25 eq.) was added, and the mixture was stirred at room temperature for 30 min and at 80° C. for 2 hr. 2% aqueous sodium carbonate solution (20 ml) was added to the reaction mixture, and the mixture was further stirred for 30 min. Ethanol was evaporated, and the residue was diluted with 2% aqueous sodium carbonate so... The solvent is C(C)O (ethanol). RXN SMILES: [N:1]([C:4]1[CH:14]=[CH:13][C:7]([C:8]([NH:10][CH2:11][CH3:12])=[O:9])=[CH:6][CH:5]=1)=[N+:2]=[N-:3].[C:15]1([CH2:21][C:22](=O)[CH2:23][C:24]([O:26]CC)=[O:25])[CH:20]=[CH:19][CH:18]=[CH:17][CH:16]=1.[O-]CC.[Na+].C(=O)([O-])[O-].[Na+].[Na+]>C(O)C>[CH2:21]([C:22]1[N:1]([C:4]2[CH:5]=[CH:6][C:7]([C:8]([NH:10][CH2:11][CH3:12])=[O:9])=[CH:13][CH:14]=2)[N:2]=[N:3][C:23]=1[C:24]([OH:26])=[O:25])[C:15]1[CH:20]=[CH:19][CH:18]=[CH:17][CH:16]=1 |f:2.3,4.5.6|. Reactants: ClCC1=CC=C(S1)C1(OCCO1)C (2-(5-chloromethyl-thiophen-2-yl)-2-methyl-[1,3]dioxolane), [C-]#N.[Na+] (sodium cyanide), N#N (N2), O (Water). Solvent: CS(=O)C (DMSO). Conditions: temperature 80 celsius, time 1 hour. The product is CC1(OCCO1)C1=CC=C(S1)CC#N ([5-(2-Methyl-[1,3]dioxolan-2-yl)-thiophen-2-yl]-acetonitrile). As a reaction SMILES: N#N.Cl[CH2:4][C:5]1[S:9][C:8]([C:10]2([CH3:15])[O:14][CH2:13][CH2:12][O:11]2)=[CH:7][CH:6]=1.[C-:16]#[N:17].[Na+].O>CS(C)=O>[CH3:15][C:10]1([C:8]2[S:9][C:5]([CH2:4][C:16]#[N:17])=[CH:6][CH:7]=2)[O:14][CH2:13][CH2:12][O:11]1 |f:2.3|. Procedure: In a flame dried round-bottomed flask equipped with a magnetic stir bar and under inert atmosphere (N2), a solution of [5-(2-methyl-[1,3]dioxolan-2-yl)-thiophen-2-yl]-methanol (10.00 g, 49.94 mmol) in dry CH2Cl2 (100 mL) was treated at 0° C. with Et3N (9.04 mL, 64.92 mmol) followed by DMAP (610 mg, 4.99 mmol) and Ms-Cl (4.65 mL, 59.92 mmol). After stirring at rt for 2 h, the reaction was quenched with water (200 mL). The org. layer was dried over MgSO4, filtered, and the solvents were removed un... Reactants: NC1=NN2C(C=CC=C2C(=O)C2CCOCC2)=N1 ((2-amino-[1,2,4]triazolo[1,5-a]pyridin-5-yl)(tetrahydro-2H-pyran-4-yl)methanone), O.NN (hydrazine monohydrate), C(CO)O (ethylene glycol), O1CCC(CC1)CC1=CC=CC=2N1N=C(N2)N (5-((Tetrahydro-2H-pyran-4-yl)methyl)[1,2,4]triazolo[1,5-a]pyridin-2-amine), [OH-].[K+] (potassium hydroxide), C(CO)O (ethylene glycol), Cl (hydrochloric acid). The solvent is O (Water). Conditions: temperature 160 celsius, time 5 minute. The product is COCC1=NC2=C(N1)C=C(C=C2)C=2C=CC=1N(C2CC2CCOCC2)N=C(N1)N (2-(methoxymethyl)-1H-benzo[d]imidazol-6-yl-5-((tetrahydro-2H-pyran-4-yl)methyl)-[1,2,4]triazolo[1,5-a]pyridin-2-amine). Yield: 93.0%. RXN SMILES: [O:1]1[CH2:6][CH2:5][CH:4]([CH2:7][C:8]2[N:13]3[N:14]=[C:15]([NH2:17])[N:16]=[C:12]3[CH:11]=[CH:10][CH:9]=2)[CH2:3][CH2:2]1.N[C:19]1[N:35]=[C:22]2[CH:23]=CC=[C:26]([C:27]([CH:29]3[CH2:34][CH2:33]OCC3)=O)[N:21]2N=1.O.NN.[OH-].[K+].Cl.C(O)[CH2:43][OH:44]>O>[CH3:43][O:44][CH2:23][C:22]1[NH:21][C:26]2[CH:27]=[C:29]([C:9]3[CH:10]=[CH:11][C:12]4[N:13]([N:14]=[C:15]([NH2:17])[N:16]=4)[C:8]=3[CH2:7][CH:4]3[CH2:5][CH2:6][O:1][CH2:2][CH2:3]3)[CH:34]=[CH:33][C:19]=2[N:35]=1 |f:2.3,4.5|. Procedure: 5-((Tetrahydro-2H-pyran-4-yl)methyl)[1,2,4]triazolo[1,5-a]pyridin-2-amine. To a solution of (2-amino-[1,2,4]triazolo[1,5-a]pyridin-5-yl)(tetrahydro-2H-pyran-4-yl)methanone (8 g, 32.5 mmol) in ethylene glycol (100 mL) was added hydrazine monohydrate (8.16 mL, 260 mmol) and the reaction mixture was stirred for 5 min until a clear solution was obtained. Solid potassium hydroxide (3.65 g, 65.0 mmol) dissolved in ethylene glycol (20 mL) was added and the reaction mixture was heated at 160° C. for 16 ... Reactants: C(C)NC1=NNC2=C1C=NC(=C2)NC(=O)N[C@H](C)C2=CC=CC=C2 ((R)-1-(3-(ethylamino)-1H-pyrazolo[4,3-c]pyridin-6-yl)-3-(1-phenylethyl)urea), C(C)(C)(C)OO (tert-butyl hydroperoxide), FC(S(=O)[O-])(F)F.[Na+] (sodium trifluoromethanesulfinate), ClCCCl (DCE). The solvent is CS(=O)C (DMSO), O (water). Yields the product C(C)NC1=NNC2=C1C=NC(=C2C(F)(F)F)NC(=O)N[C@H](C)C2=CC=CC=C2 ((R)-1-(3-(ethylamino)-7-(trifluoromethyl)-1H-pyrazolo[4,3-c]pyridin-6-yl)-3-(1-phenylethyl)urea). Reaction SMILES: [CH2:1]([NH:3][C:4]1[C:8]2[CH:9]=[N:10][C:11]([NH:13][C:14]([NH:16][C@@H:17]([C:19]3[CH:24]=[CH:23][CH:22]=[CH:21][CH:20]=3)[CH3:18])=[O:15])=[CH:12][C:7]=2[NH:6][N:5]=1)[CH3:2].[F:25][C:26]([F:31])([F:30])S([O-])=O.[Na+].ClCCCl.C(OO)(C)(C)C>CS(C)=O.O>[CH2:1]([NH:3][C:4]1[C:8]2[CH:9]=[N:10][C:11]([NH:13][C:14]([NH:16][C@@H:17]([C:19]3[CH:20]=[CH:21][CH:22]=[CH:23][CH:24]=3)[CH3:18])=[O:15])=[C:12]([C:26]([F:31])([F:30])[F:25])[C:7]=2[NH:6][N:5]=1)[CH3:2] |f:1.2|. Reported procedure: (R)-1-(3-(ethylamino)-1H-pyrazolo[4,3-c]pyridin-6-yl)-3-(1-phenylethyl)urea (50 mg, 0.154 mmol) and sodium trifluoromethanesulfinate (72.2 mg, 0.462 mmol) were taken in a solvent mixture containing DCE:water:DMSO in a ratio of 2.5:1:0.5, cooled to 0° C. and added tert-butyl hydroperoxide (0.107 mL, 0.771 mmol) and reaction gradually warmed to room temperature. After two more additions of tert-butyl hydroperoxide in equal concentrations in a span of 36 hours, the reaction was partitioned between ... The reactants are CO, N, CN(C)C=O, COCc1cc(Cl)n2nc(SC)c(S(=O)(=O)c3ccccc3)c2n1. Product: COCc1cc(N)n2nc(SC)c(S(=O)(=O)c3ccccc3)c2n1. Reaction SMILES: [CH3:26][OH:27].[NH3:1].[O:28]=[CH:29][N:30]([CH3:31])[CH3:32].[c:2]1([S:8](=[O:9])(=[O:10])[c:11]2[c:12]([S:24][CH3:25])[n:13][n:14]3[c:15]2[n:16][c:17]([CH2:21][O:22][CH3:23])[cH:18][c:19]3[Cl:20])[cH:3][cH:4][cH:5][cH:6][cH:7]1>>[NH2:1][c:19]1[n:14]2[n:13][c:12]([S:24][CH3:25])[c:11]([S:8]([c:2]3[cH:3][cH:4][cH:5][cH:6][cH:7]3)(=[O:9])=[O:10])[c:15]2[n:16][c:17]([CH2:21][O:22][CH3:23])[cH:18]1.